This data is from the Open Reaction Database (ORD), a public repository of structured organic reaction records. The task is: describe an organic reaction: reactants, conditions, products, and yield Reactants: C1(C=2C(C(N1)=O)=CC=CC2)=O (phthalimide), C1(=CC=CC=C1)P(C1=CC=CC=C1)C1=CC=CC=C1 (triphenylphosphine), N(=NC(=O)OCC)C(=O)OCC (diethyl azodicarboxylate), [N+](=O)([O-])C=1C=CC(=C(C(=O)C2=CC=CC=C2)C1)N1C(=NC=C1)CO (5-nitro-2-[2-(hydroxymethyl)imidazol-1-yl]benzophenone). Yields the product [N+](=O)([O-])C=1C=CC(=C(C(=O)C2=CC=CC=C2)C1)N1C(=NC=C1)CN1C(C=2C(C1=O)=CC=CC2)=O (5-nitro-2-[2-(phthalimidomethyl)imidazol-1-yl]benzophenone). RXN SMILES: [N+:1]([C:4]1[CH:5]=[CH:6][C:7]([N:18]2[CH:22]=[CH:21][N:20]=[C:19]2[CH2:23]O)=[C:8]([CH:17]=1)[C:9]([C:11]1[CH:16]=[CH:15][CH:14]=[CH:13][CH:12]=1)=[O:10])([O-:3])=[O:2].[C:25]1(=[O:35])[NH:29][C:28](=[O:30])[C:27]2=[CH:31][CH:32]=[CH:33][CH:34]=[C:26]12.C1(P(C2C=CC=CC=2)C2C=CC=CC=2)C=CC=CC=1.N(C(OCC)=O)=NC(OCC)=O>>[N+:1]([C:4]1[CH:5]=[CH:6][C:7]([N:18]2[CH:22]=[CH:21][N:20]=[C:19]2[CH2:23][N:29]2[C:25](=[O:35])[C:26]3=[CH:34][CH:33]=[CH:32][CH:31]=[C:27]3[C:28]2=[O:30])=[C:8]([CH:17]=1)[C:9]([C:11]1[CH:12]=[CH:13][CH:14]=[CH:15][CH:16]=1)=[O:10])([O-:3])=[O:2]. Reported procedure: In the manner given in Example 17, 5-nitro-2-[2-(hydroxymethyl)imidazol-1-yl]benzophenone is treated with phthalimide and triphenylphosphine and finally with diethyl azodicarboxylate to give 5-nitro-2-[2-(phthalimidomethyl)imidazol-1-yl]benzophenone. Reactants: N(=[N+]=[N-])C(C(=O)OCC)CCCC#CC1=CC(=C(C=C1)C1=CN=C(O1)C)OC (ethyl 2-azido-7-[3-methoxy-4-(2-methyl-1,3-oxazol-5-yl)phenyl]hept-6-ynoate). Run in ClC1=CC=CC=C1 (chlorobenzene). Reaction conditions: temperature 110 celsius, time 4 hour. Product: COC=1C=C(C=CC1C1=CN=C(O1)C)C=1N=NN2C1CCCC2C(=O)OCC (ethyl 3-[3-methoxy-4-(2-methyl-1,3-oxazol-5-yl)phenyl]-4,5,6,7-tetrahydro[1,2,3]triazolo[1,5-a]pyridine-7-carboxylate). Yield: 95.7%. Reaction SMILES: [N:1]([CH:4]([CH2:10][CH2:11][CH2:12][C:13]#[C:14][C:15]1[CH:20]=[CH:19][C:18]([C:21]2[O:25][C:24]([CH3:26])=[N:23][CH:22]=2)=[C:17]([O:27][CH3:28])[CH:16]=1)[C:5]([O:7][CH2:8][CH3:9])=[O:6])=[N+:2]=[N-:3]>ClC1C=CC=CC=1>[CH3:28][O:27][C:17]1[CH:16]=[C:15]([C:14]2[N:3]=[N:2][N:1]3[CH:4]([C:5]([O:7][CH2:8][CH3:9])=[O:6])[CH2:10][CH2:11][CH2:12][C:13]=23)[CH:20]=[CH:19][C:18]=1[C:21]1[O:25][C:24]([CH3:26])=[N:23][CH:22]=1. Reported procedure: A mixture of ethyl 2-azido-7-[3-methoxy-4-(2-methyl-1,3-oxazol-5-yl)phenyl]hept-6-ynoate (1.40 g) in chlorobenzene (28 mL) was stirred at 110° C. for 4 hr. The reaction mixture was purified by silica gel column chromatography (ethyl acetate/hexane) to give the title compound (1.34 g). The reactants are CCO, Fc1ccc(COc2c(-c3ccccc3)cccc2-c2cccc(C(c3ccccc3)c3ccccc3)n2)cc1, [Pd]. The product is Oc1c(-c2ccccc2)cccc1-c1cccc(C(c2ccccc2)c2ccccc2)n1. RXN SMILES: [CH3:41][CH2:42][OH:43].[CH:1]([c:2]1[cH:3][cH:4][cH:5][cH:6][cH:7]1)([c:8]1[cH:9][cH:10][cH:11][cH:12][cH:13]1)[c:14]1[n:15][c:16](-[c:20]2[c:21]([O:32][CH2:33][c:34]3[cH:35][cH:36][c:37]([F:38])[cH:39][cH:40]3)[c:22](-[c:26]3[cH:27][cH:28][cH:29][cH:30][cH:31]3)[cH:23][cH:24][cH:25]2)[cH:17][cH:18][cH:19]1.[Pd:44]>>[CH:1]([c:2]1[cH:3][cH:4][cH:5][cH:6][cH:7]1)([c:8]1[cH:9][cH:10][cH:11][cH:12][cH:13]1)[c:14]1[n:15][c:16](-[c:20]2[c:21]([OH:32])[c:22](-[c:26]3[cH:27][cH:28][cH:29][cH:30][cH:31]3)[cH:23][cH:24][cH:25]2)[cH:17][cH:18][cH:19]1.